Dataset: the Open Reaction Database (ORD), a public repository of structured organic reaction records. Task: describe an organic reaction: reactants, conditions, products, and yield Starting materials: O(C)C=1C=CC2=C(NN=N2)C1 (6-methoxyl-benzotriazole), [OH-].[Na+] (sodium hydroxide), ClCCCCBr (4-chlorobromobutane). Reagents/catalysts: [Br-].C(CCC)[N+](CCCC)(CCCC)CCCC (tetrabutyl ammonium bromide). Solvent: ClCCl (dichloromethane), ClCCl (dichloromethane). Run at temperature 60 celsius, time 2 hour. Yields the product O(C)C=1C=CC2=C(N(N=N2)CCCCCl)C1 (6-methoxyl-1-(4-chlorobutyl)-1H-benzotriazole). Yield: 74.7%. As a reaction SMILES: [O:1]([C:3]1[CH:4]=[CH:5][C:6]2[N:10]=[N:9][NH:8][C:7]=2[CH:11]=1)[CH3:2].[OH-].[Na+].[Cl:14][CH2:15][CH2:16][CH2:17][CH2:18]Br>[Br-].C([N+](CCCC)(CCCC)CCCC)CCC.ClCCl>[O:1]([C:3]1[CH:4]=[CH:5][C:6]2[N:10]=[N:9][N:8]([CH2:18][CH2:17][CH2:16][CH2:15][Cl:14])[C:7]=2[CH:11]=1)[CH3:2] |f:1.2,4.5|. Procedure: 6-methoxyl-benzotriazole (14.9 g, 0.10 mol) is dissolved into 100 ml of 30% wt. sodium hydroxide, 4-chlorobromobutane (34.3 g, 0.20 mol), tetrabutyl ammonium bromide (0.8 g) are added, and mixed for 5 min. The reaction solution is gradually heated to 60° C., stirred for reaction for 2 hours. Then the reaction solution was cooled down to ambient temperature, 100 ml of dichloromethane was added for extraction and liquid separation. To the aqueous phase, 100 of dichloromethane was added for extract... The reactants are O=C(Br)CBr, CCOC(C)=O, NC(Cc1cc(I)c(Oc2ccc(O)c(I)c2)c(I)c1)C(=O)O. Product: O=C(CBr)NC(Cc1cc(I)c(Oc2ccc(O)c(I)c2)c(I)c1)C(=O)O. RXN SMILES: [Br:24][CH2:25][C:26](=[O:27])[Br:28].[CH3:29][CH2:30][O:31][C:32](=[O:33])[CH3:34].[NH2:1][CH:2]([CH2:3][c:4]1[cH:5][c:6]([I:7])[c:8]([O:9][c:10]2[cH:11][cH:12][c:13]([OH:14])[c:15]([I:16])[cH:17]2)[c:18]([I:19])[cH:20]1)[C:21]([OH:22])=[O:23]>>[NH:1]([CH:2]([CH2:3][c:4]1[cH:5][c:6]([I:7])[c:8]([O:9][c:10]2[cH:11][cH:12][c:13]([OH:14])[c:15]([I:16])[cH:17]2)[c:18]([I:19])[cH:20]1)[C:21]([OH:22])=[O:23])[C:26]([CH2:25][Br:24])=[O:27]. Reactants: CN(C)C(=O)Cl, CCOc1cc(C(CS(C)(=O)=O)N2Cc3c(Cl)ccc(N)c3C2=O)ccc1OC. Product: CCOc1cc(C(CS(C)(=O)=O)N2Cc3c(Cl)ccc(NC(=O)N(C)C)c3C2=O)ccc1OC. As a reaction SMILES: [CH3:30][N:31]([C:32](=[O:33])[Cl:34])[CH3:35].[NH2:1][c:2]1[cH:3][cH:4][c:5]([Cl:29])[c:6]2[c:10]1[C:9](=[O:11])[N:8]([CH:12]([CH2:13][S:14](=[O:15])(=[O:16])[CH3:17])[c:18]1[cH:19][c:20]([O:26][CH2:27][CH3:28])[c:21]([O:24][CH3:25])[cH:22][cH:23]1)[CH2:7]2>>[NH:1]([c:2]1[cH:3][cH:4][c:5]([Cl:29])[c:6]2[c:10]1[C:9](=[O:11])[N:8]([CH:12]([CH2:13][S:14](=[O:15])(=[O:16])[CH3:17])[c:18]1[cH:19][c:20]([O:26][CH2:27][CH3:28])[c:21]([O:24][CH3:25])[cH:22][cH:23]1)[CH2:7]2)[C:32]([N:31]([CH3:30])[CH3:35])=[O:33]. Starting materials: N(=C=S)C=1SC(=CC1C(=O)OC)C1=CC=CC=C1 (methyl 2-isothiocyanato-5-phenylthiophene-3-carboxylate), CC1=CN=CN1CCCN (3-(5-methyl-1H-imidazol-1-yl)propan-1-amine). Yields the product CC1=CN=CN1CCCN1C(NC2=C(C1=O)C=C(S2)C2=CC=CC=C2)=S (2,3-dihydro-3-(3-(5-methyl-1H-imidazol-1-yl)propyl)-6-phenyl-2-thioxothieno[2,3-d]pyrimidin-4(1H)-one). Reaction SMILES: [N:1]([C:4]1[S:5][C:6]([C:13]2[CH:18]=[CH:17][CH:16]=[CH:15][CH:14]=2)=[CH:7][C:8]=1[C:9]([O:11]C)=O)=[C:2]=[S:3].[CH3:19][C:20]1[N:24]([CH2:25][CH2:26][CH2:27][NH2:28])[CH:23]=[N:22][CH:21]=1>>[CH3:19][C:20]1[N:24]([CH2:25][CH2:26][CH2:27][N:28]2[C:9](=[O:11])[C:8]3[CH:7]=[C:6]([C:13]4[CH:18]=[CH:17][CH:16]=[CH:15][CH:14]=4)[S:5][C:4]=3[NH:1][C:2]2=[S:3])[CH:23]=[N:22][CH:21]=1. Reported procedure: The compound was synthesized starting from methyl 2-isothiocyanato-5-phenylthiophene-3-carboxylate (0.10 g, 0.36 mmol) and 3-(5-methyl-1H-imidazol-1-yl)propan-1-amine (5) (0.051 g, 0.36 mmol) as described above. Reactants: N1N=C(C=C1)C(=O)Cl (1H-Pyrazole-3-carbonyl chloride), NC=1SC=CC1C(=O)N (2-amino-thiophene-3-carboxylic acid amide), N1=CC=CC=C1 (pyridine). Reagents/catalysts: CN(C)C=1C=CN=CC1 (DMAP). Solvent: CC#N (MeCN), CC#N (MeCN). Conditions: temperature 60 celsius, time 2 day. Product: C(N)(=O)C1=C(SC=C1)NC(=O)C1=NNC=C1 (1H-Pyrazole-3-carboxylic acid(3-carbamoyl-thiophen-2-yl)-amide). RXN SMILES: [NH:1]1[CH:5]=[CH:4][C:3]([C:6](Cl)=[O:7])=[N:2]1.[NH2:9][C:10]1[S:11][CH:12]=[CH:13][C:14]=1[C:15]([NH2:17])=[O:16].N1C=CC=CC=1>CC#N.CN(C1C=CN=CC=1)C>[C:15]([C:14]1[CH:13]=[CH:12][S:11][C:10]=1[NH:9][C:6]([C:3]1[CH:4]=[CH:5][NH:1][N:2]=1)=[O:7])(=[O:16])[NH2:17]. Reported procedure: A solution of 1H-Pyrazole-3-carbonyl chloride (5 mmol) in MeCN (5 mL) is added drop wise to a solution of 2-amino-thiophene-3-carboxylic acid amide (570 mg, 4 mmol), pyridine (0.5 mL, 6 mmol) and DMAP (25 mg, 0.20 mmol) in MeCN (5 mL). The resulting solution is than stirred at 60° C. over 2 days. Next, the mixture is quenched with aqueous NaHCO3. Evaporation of the MeCN gives a suspension that is filtered, the cake is dried, and used as such. Reactants: Clc1nc(N2CCOCC2)c2ncnc(SCc3ccccc3)c2n1, O=S1CCNCC1. Product: O=S1CCN(c2nc(N3CCOCC3)c3ncnc(SCc4ccccc4)c3n2)CC1. As a reaction SMILES: [CH2:1]([c:2]1[cH:3][cH:4][cH:5][cH:6][cH:7]1)[S:8][c:9]1[n:10][cH:11][n:12][c:13]2[c:14]1[n:15][c:16]([Cl:25])[n:17][c:18]2[N:19]1[CH2:20][CH2:21][O:22][CH2:23][CH2:24]1.[S:26]1(=[O:32])[CH2:27][CH2:28][NH:29][CH2:30][CH2:31]1>>[CH2:1]([c:2]1[cH:3][cH:4][cH:5][cH:6][cH:7]1)[S:8][c:9]1[n:10][cH:11][n:12][c:13]2[c:14]1[n:15][c:16]([N:29]1[CH2:28][CH2:27][S:26](=[O:32])[CH2:31][CH2:30]1)[n:17][c:18]2[N:19]1[CH2:20][CH2:21][O:22][CH2:23][CH2:24]1. The reactants are C(C1=CC=CC=C1)(=O)NC(C(=O)OC)C1=CC(=C(C=C1C)S(=O)(=O)C(F)(F)F)OC (methyl 2-benzamido-2-(3-methoxy-6-methyl-4-trifluoromethylsulphonylphenyl)acetate), C1(=CC=CC=C1)PCCCPC1=CC=CC=C1 (1,3-diphenylphosphinopropane), Cl (hydrochloric acid), [C]=O (carbon monoxide). The reagents and catalysts are C(C)(=O)[O-].[Pd+2].C(C)(=O)[O-] (palladium acetate). The solvent is CN(C=O)C (dimethyformamide), CO (methanol). Reaction conditions: temperature 70 celsius. The product is C(C1=CC=CC=C1)(=O)NC(C(=O)OC)C1=CC(=C(C=C1C)C(=O)OC)OC (methyl 2-benzamido-2-(4-methoxycarbonyl-3-methoxy-6-methylphenyl)acetate). As a reaction SMILES: [C:1]([NH:9][CH:10]([C:15]1[C:20]([CH3:21])=[CH:19][C:18](S(C(F)(F)F)(=O)=O)=[C:17]([O:29][CH3:30])[CH:16]=1)[C:11]([O:13][CH3:14])=[O:12])(=[O:8])[C:2]1[CH:7]=[CH:6][CH:5]=[CH:4][CH:3]=1.C1(PCCCPC2C=CC=CC=2)C=CC=CC=1.[C]=O.Cl>CN(C)C=O.CO.C([O-])(=O)C.[Pd+2].C([O-])(=O)C>[C:1]([NH:9][CH:10]([C:15]1[C:20]([CH3:21])=[CH:19][C:18]([C:11]([O:13][CH3:14])=[O:12])=[C:17]([O:29][CH3:30])[CH:16]=1)[C:11]([O:13][CH3:14])=[O:12])(=[O:8])[C:2]1[CH:7]=[CH:6][CH:5]=[CH:4][CH:3]=1 |f:6.7.8,^3:47|. Procedure details: A stirred mixture of methyl 2-benzamido-2-(3-methoxy-6-methyl-4-trifluoromethylsulphonylphenyl)acetate (0.3 g, 0.65 mmol) triethylamine (0.16 g, 1.6 mmol), palladium acetate (5 mg, 0.022 mmol) and 1,3-diphenylphosphinopropane (9 mg, 0.022 mmol) in dimethyformamide (3 ml) and methanol was saturated with carbon monoxide gas using a bubbler and then heated to 70° C. for 3 hours and overnight at room temperature under an atmosphere of carbon monoxide using a gas filled balloon. The mixture was acidi...